From a dataset of the Open Reaction Database (ORD), a public repository of structured organic reaction records. describe an organic reaction: reactants, conditions, products, and yield The reactants are COc1ccc(CN(c2ncns2)S(=O)(=O)c2ccc(F)c(C#N)c2)c(OC)c1, O=C([O-])[O-], CS(C)=O, Oc1cc(Cl)c(F)cc1I, [K+], [K+]. Yields the product COc1ccc(CN(c2ncns2)S(=O)(=O)c2ccc(Oc3cc(Cl)c(F)cc3I)c(C#N)c2)c(OC)c1. Reaction SMILES: [C:1](#[N:2])[c:3]1[cH:4][c:5]([S:10](=[O:11])(=[O:12])[N:13]([c:14]2[n:15][cH:16][n:17][s:18]2)[CH2:19][c:20]2[c:21]([O:28][CH3:29])[cH:22][c:23]([O:26][CH3:27])[cH:24][cH:25]2)[cH:6][cH:7][c:8]1[F:9].[C:40](=[O:41])([O-:42])[O-:43].[CH3:46][S:47]([CH3:48])=[O:49].[Cl:30][c:31]1[c:32]([F:39])[cH:33][c:34]([I:38])[c:35]([OH:37])[cH:36]1.[K+:44].[K+:45]>>[C:1](#[N:2])[c:3]1[cH:4][c:5]([S:10](=[O:11])(=[O:12])[N:13]([c:14]2[n:15][cH:16][n:17][s:18]2)[CH2:19][c:20]2[c:21]([O:28][CH3:29])[cH:22][c:23]([O:26][CH3:27])[cH:24][cH:25]2)[cH:6][cH:7][c:8]1[O:37][c:35]1[c:34]([I:38])[cH:33][c:32]([F:39])[c:31]([Cl:30])[cH:36]1. Reactants: [Li]CCCC, O=C1NC(Cc2ccccc2)CO1, C1CCOC1, O=C(Cl)Cc1ccccc1. Yields the product O=C(Cc1ccccc1)N1C(=O)OCC1Cc1ccccc1. RXN SMILES: [CH2:14]([Li:15])[CH2:16][CH2:17][CH3:18].[CH2:1]([c:2]1[cH:3][cH:4][cH:5][cH:6][cH:7]1)[CH:8]1[NH:9][C:10](=[O:13])[O:11][CH2:12]1.[O:29]1[CH2:30][CH2:31][CH2:32][CH2:33]1.[c:19]1([CH2:25][C:26](=[O:27])[Cl:28])[cH:20][cH:21][cH:22][cH:23][cH:24]1>>[CH2:1]([c:2]1[cH:3][cH:4][cH:5][cH:6][cH:7]1)[CH:8]1[N:9]([C:26]([CH2:25][c:19]2[cH:20][cH:21][cH:22][cH:23][cH:24]2)=[O:27])[C:10](=[O:13])[O:11][CH2:12]1. Reactants: OC1=C(C=C(C(=O)OC)C=C1CC(=C)C)OC (methyl 4-hydroxy-3-methoxy-5-(2-methylallyl)benzoate), EtOAc petroleum ether. Run in Cl (HCl), CO (MeOH). The product is COC1=CC(=CC=2CC(OC21)(C)C)C(=O)OC (Methyl 7-methoxy-2,2-dimethyl-2,3-dihydrobenzofuran-5-carboxylate). Yield: 53.7%. As a reaction SMILES: [OH:1][C:2]1[C:11]([CH2:12][C:13]([CH3:15])=[CH2:14])=[CH:10][C:5]([C:6]([O:8][CH3:9])=[O:7])=[CH:4][C:3]=1[O:16][CH3:17]>Cl.CO>[CH3:17][O:16][C:3]1[C:2]2[O:1][C:13]([CH3:15])([CH3:14])[CH2:12][C:11]=2[CH:10]=[C:5]([C:6]([O:8][CH3:9])=[O:7])[CH:4]=1. Reported procedure: A solution of methyl 4-hydroxy-3-methoxy-5-(2-methylallyl)benzoate (150 g, 0.63 mol) in conc. HCl (300 mL) and MeOH (300 mL) was heated to reflux for 2 h. TLC (EtOAc/petroleum ether=1/5) showed the reaction was complete. The solution was evaporated, and the residue was extracted with EtOAc (200 mL×3). The combined organic phases were washed with brine (200 mL), dried over Na2SO4 and concentrated to give a brown oil. The crude oil was purified by column chromatography (EtOAc/petroleum ether=1/30)... The reactants are [BH3-]C#N, CC(=O)O, [Na+], [Na+], O=C(NN=C1CCOC1)OCc1ccccc1, [OH-], O. The product is O=C(NNC1CCOC1)OCc1ccccc1. As a reaction SMILES: [C:22]([BH3-:23])#[N:24].[CH3:18][C:19](=[O:20])[OH:21].[Na+:25].[Na+:27].[O:1]1[CH2:2][C:3](=[N:6][NH:7][C:8](=[O:9])[O:10][CH2:11][c:12]2[cH:13][cH:14][cH:15][cH:16][cH:17]2)[CH2:4][CH2:5]1.[OH-:26].[OH2:28]>>[O:1]1[CH2:2][CH:3]([NH:6][NH:7][C:8](=[O:9])[O:10][CH2:11][c:12]2[cH:13][cH:14][cH:15][cH:16][cH:17]2)[CH2:4][CH2:5]1. Reactants: O=C([O-])[O-], CCOC(C)=O, CO, [K+], [K+], CC(=O)c1cc2cc([N+](=O)[O-])cnc2n1S(=O)(=O)c1ccccc1, O. Product: CC(=O)c1cc2cc([N+](=O)[O-])cnc2[nH]1. As a reaction SMILES: [C:1](=[O:2])([O-:3])[O-:4].[CH3:31][CH2:32][O:33][C:34](=[O:35])[CH3:36].[CH3:37][OH:38].[K+:5].[K+:6].[N+:7](=[O:8])([O-:9])[c:10]1[cH:11][c:12]2[c:13]([n:14][cH:15]1)[n:16]([S:22]([c:23]1[cH:24][cH:25][cH:26][cH:27][cH:28]1)(=[O:29])=[O:30])[c:17]([C:19]([CH3:20])=[O:21])[cH:18]2.[OH2:39]>>[N+:7](=[O:8])([O-:9])[c:10]1[cH:11][c:12]2[c:13]([n:14][cH:15]1)[nH:16][c:17]([C:19]([CH3:20])=[O:21])[cH:18]2. Reactants: CC(C)(C)OC(=O)N1CCC(COc2nc3cc(Cl)c(Cl)cc3[nH]2)(c2ccc(-c3cccc(C#N)c3)cc2)CC1, Cc1ccccc1, ClCCl, O=C(O)C(F)(F)F. The product is N#Cc1cccc(-c2ccc(C3(COc4nc5cc(Cl)c(Cl)cc5[nH]4)CCNCC3)cc2)c1. As a reaction SMILES: [C:1]([O:2][C:3](=[O:4])[N:8]1[CH2:9][CH2:10][C:11]([CH2:14][O:15][c:16]2[n:17][c:18]3[c:19]([nH:20]2)[cH:21][c:22]([Cl:26])[c:23]([Cl:25])[cH:24]3)([c:27]2[cH:28][cH:29][c:30](-[c:33]3[cH:34][c:35]([C:39]#[N:40])[cH:36][cH:37][cH:38]3)[cH:31][cH:32]2)[CH2:12][CH2:13]1)([CH3:5])([CH3:6])[CH3:7].[CH3:51][c:52]1[cH:53][cH:54][cH:55][cH:56][cH:57]1.[Cl:48][CH2:49][Cl:50].[OH:41][C:42]([C:43]([F:44])([F:45])[F:46])=[O:47]>>[NH:8]1[CH2:9][CH2:10][C:11]([CH2:14][O:15][c:16]2[nH:17][c:18]3[c:19]([n:20]2)[cH:21][c:22]([Cl:26])[c:23]([Cl:25])[cH:24]3)([c:27]2[cH:28][cH:29][c:30](-[c:33]3[cH:34][c:35]([C:39]#[N:40])[cH:36][cH:37][cH:38]3)[cH:31][cH:32]2)[CH2:12][CH2:13]1. The reactants are O[C@@H]([C@@H](OC1=CC=C(C=C1)B(O)O)C)CCC=1C=NC=CC1 ((1S,2R)-4-(2-Hydroxy-1-methyl-4-pyridin-3-ylbutoxy)benzeneboronic acid), C(#N)C=1C=C(C=CC1F)Br (3-cyano-4-flurobromobenzene), C([O-])([O-])=O.[Na+].[Na+] (sodium carbonate). The reagents and catalysts are C=1C=CC(=CC1)[P](C=2C=CC=CC2)(C=3C=CC=CC3)[Pd]([P](C=4C=CC=CC4)(C=5C=CC=CC5)C=6C=CC=CC6)([P](C=7C=CC=CC7)(C=8C=CC=CC8)C=9C=CC=CC9)[P](C=1C=CC=CC1)(C=1C=CC=CC1)C=1C=CC=CC1 (tetrakis(triphenylphosphine)palladium). Solvent: C(C)O (ethanol). Conditions: temperature 80 celsius. Product: FC1=C(C=C(C=C1)C1=CC=C(C=C1)O[C@H]([C@@H](CCC=1C=NC=CC1)O)C)C#N ((1S,2R)-4-Fluoro-4′-(2-hydroxy-1-methyl-4-pyridin-3-yl-butoxy)biphenyl-3-carbonitrile). As a reaction SMILES: [OH:1][C@H:2]([CH2:15][CH2:16][C:17]1[CH:18]=[N:19][CH:20]=[CH:21][CH:22]=1)[C@H:3]([CH3:14])[O:4][C:5]1[CH:10]=[CH:9][C:8](B(O)O)=[CH:7][CH:6]=1.[C:23]([C:25]1[CH:26]=[C:27](Br)[CH:28]=[CH:29][C:30]=1[F:31])#[N:24].C(=O)([O-])[O-].[Na+].[Na+]>C1C=CC([P]([Pd]([P](C2C=CC=CC=2)(C2C=CC=CC=2)C2C=CC=CC=2)([P](C2C=CC=CC=2)(C2C=CC=CC=2)C2C=CC=CC=2)[P](C2C=CC=CC=2)(C2C=CC=CC=2)C2C=CC=CC=2)(C2C=CC=CC=2)C2C=CC=CC=2)=CC=1.C(O)C>[F:31][C:30]1[CH:29]=[CH:28][C:27]([C:8]2[CH:9]=[CH:10][C:5]([O:4][C@@H:3]([CH3:14])[C@H:2]([OH:1])[CH2:15][CH2:16][C:17]3[CH:18]=[N:19][CH:20]=[CH:21][CH:22]=3)=[CH:6][CH:7]=2)=[CH:26][C:25]=1[C:23]#[N:24] |f:2.3.4,^1:42,44,63,82|. Procedure details: Prepared according to the method described in Example 12 from (1S,2R)-4-(2-hydroxy-1-methyl-4-pyridin-3-ylbutoxy)benzeneboronic acid (0.4 g, Example 33), 3-cyano-4-flurobromobenzene (0.399 g), ethanol (10 ml), 2M aqueous sodium carbonate (1.66 ml) and tetrakis(triphenylphosphine)palladium (0) (0.3 g) with heating at 80° C. for 3 hours. After work-up, the residue was purified by normal-phase HPLC eluting a gradient of 0-10% ethanol in dichloromethane to give the title compound as a solid. (0.24 g... The reactants are NC([C@H](CC1=CC=C(C=C1)I)NC(=O)C1(CCOCC1)NC(OC(C)(C)C)=O)=O ((S)-tert-Butyl 4-(1-amino-3-(4-iodophenyl)-1-oxopropan-2-ylcarbamoyl)tetrahydro-2H-pyran-4-ylcarbamate), COCCCN1C(OC2=C1C=C(C=C2)B2OC(C(O2)(C)C)(C)C)=O (3-(3-Methoxypropyl)-5-(4,4,5,5-tetramethyl-1,3,2-dioxaborolan-2-yl)benzo[d]oxazol-2(3H)-one), C([O-])([O-])=O.[Na+].[Na+] (sodium carbonate). Run in C(C)#N (acetonitrile). Run at temperature 85 celsius. The product is NC([C@H](CC1=CC=C(C=C1)C=1C=CC2=C(N(C(O2)=O)CCCOC)C1)NC(=O)C1(CCOCC1)NC(OC(C)(C)C)=O)=O ((S)-tert-Butyl 4-(1-amino-3-(4-(3-(3-methoxypropyl)-2-oxo-2,3-dihydrobenzo[d]oxazol-5-yl)phenyl)-1-oxopropan-2-ylcarbamoyl)tetrahydro-2H-pyran-4-ylcarbamate). The yield is 36.1%. Reaction SMILES: [NH2:1][C:2](=[O:29])[C@@H:3]([NH:12][C:13]([C:15]1([NH:21][C:22](=[O:28])[O:23][C:24]([CH3:27])([CH3:26])[CH3:25])[CH2:20][CH2:19][O:18][CH2:17][CH2:16]1)=[O:14])[CH2:4][C:5]1[CH:10]=[CH:9][C:8](I)=[CH:7][CH:6]=1.[CH3:30][O:31][CH2:32][CH2:33][CH2:34][N:35]1[C:39]2[CH:40]=[C:41](B3OC(C)(C)C(C)(C)O3)[CH:42]=[CH:43][C:38]=2[O:37][C:36]1=[O:53].C(=O)([O-])[O-].[Na+].[Na+]>C(#N)C>[NH2:1][C:2](=[O:29])[C@@H:3]([NH:12][C:13]([C:15]1([NH:21][C:22](=[O:28])[O:23][C:24]([CH3:27])([CH3:26])[CH3:25])[CH2:20][CH2:19][O:18][CH2:17][CH2:16]1)=[O:14])[CH2:4][C:5]1[CH:10]=[CH:9][C:8]([C:41]2[CH:42]=[CH:43][C:38]3[O:37][C:36](=[O:53])[N:35]([CH2:34][CH2:33][CH2:32][O:31][CH3:30])[C:39]=3[CH:40]=2)=[CH:7][CH:6]=1 |f:2.3.4|. Procedure: (S)-tert-Butyl 4-(1-amino-3-(4-iodophenyl)-1-oxopropan-2-ylcarbamoyl)tetrahydro-2H-pyran-4-ylcarbamate (Example 1, step (iii), 363 mg) and 3-(3-methoxypropyl)-5-(4,4,5,5-tetramethyl-1,3,2-dioxaborolan-2-yl)benzo[d]oxazol-2(3H)-one (Example 11, step (ii), 234 mg) in acetonitrile (8 mL) were treated with aqueous sodium carbonate (2M, 0.70 mL) and nitrogen was bubbled through the mixture. 1,1 bis(Di-tert-butylphosphino)ferrocene palladium dichloride (5 mg) was added and the mixture was heated at 85... Starting materials: O=C1CCC(=O)N1Br, COc1cc2c(cc1Br)-c1cc3c(n1CC2)C(=O)N(C(C)(C)C)CCC3, CN(C)C=O, O. Product: COc1cc2c(cc1Br)-c1c(Br)c3c(n1CC2)C(=O)N(C(C)(C)C)CCC3. Reaction SMILES: [Br:27][N:28]1[C:29](=[O:30])[CH2:31][CH2:32][C:33]1=[O:34].[C:1]([CH3:2])([CH3:3])([CH3:4])[N:5]1[C:6](=[O:26])[c:7]2[c:8]([cH:9][c:10]3[n:11]2[CH2:12][CH2:13][c:14]2[cH:15][c:16]([O:21][CH3:22])[c:17]([Br:20])[cH:18][c:19]2-3)[CH2:23][CH2:24][CH2:25]1.[O:35]=[CH:36][N:37]([CH3:38])[CH3:39].[OH2:40]>>[C:1]([CH3:2])([CH3:3])([CH3:4])[N:5]1[C:6](=[O:26])[c:7]2[c:8]([c:9]([Br:27])[c:10]3[n:11]2[CH2:12][CH2:13][c:14]2[cH:15][c:16]([O:21][CH3:22])[c:17]([Br:20])[cH:18][c:19]2-3)[CH2:23][CH2:24][CH2:25]1. Reactants: C(C)(=O)OCCCC(=C)C1=CC=C(C(=O)OC)C=C1 (methyl 4-(5-acetoxy-pent-1-en-2-yl)benzoate), 176, C([O-])([O-])=O.[K+].[K+] (potassium carbonate), 1H-N, Cl (hydrochloric acid). Solvent: CO (methanol), CO (methanol). Run at time 2 hour. The product is OCCCC(=C)C1=CC=C(C(=O)OC)C=C1 (Methyl 4-(5-Hydroxypent-1-en-2-yl)benzoate). As a reaction SMILES: C(=O)([O-])[O-].[K+].[K+].C([O:10][CH2:11][CH2:12][CH2:13][C:14]([C:16]1[CH:25]=[CH:24][C:19]([C:20]([O:22][CH3:23])=[O:21])=[CH:18][CH:17]=1)=[CH2:15])(=O)C.Cl>CO>[OH:10][CH2:11][CH2:12][CH2:13][C:14]([C:16]1[CH:17]=[CH:18][C:19]([C:20]([O:22][CH3:23])=[O:21])=[CH:24][CH:25]=1)=[CH2:15] |f:0.1.2|. Procedure: To a solution containing 0.52 g (1.0 eq) of dry potassium carbonate in 100 ml of anhydrous methanol was added 1.0 g (1.0 eq) of methyl 4-(5-acetoxy-pent-1-en-2-yl)benzoate in anhydrous methanol. The resulting reaction mixture was stirred for two hours at room temperature, neutralized by the addition of 7.6 ml of 1N hydrochloric acid (2.0 eq), and extracted twice with dichloromethane. The extracts were dried over magnesium sulfate, and concentrated under reduced pressure to yield the product. mp....